From a dataset of the Open Reaction Database (ORD), a public repository of structured organic reaction records. describe an organic reaction: reactants, conditions, products, and yield Reactants: BrCc1ccccc1, O=C([O-])[O-], CN(C)C=O, [K+], [K+], O=C(O)CCCCCBr. Product: O=C(CCCCCBr)OCc1ccccc1. Reaction SMILES: [Br:10][CH2:11][c:12]1[cH:13][cH:14][cH:15][cH:16][cH:17]1.[C:18](=[O:19])([O-:20])[O-:21].[CH3:24][N:25]([CH3:26])[CH:27]=[O:28].[K+:22].[K+:23].[OH:1][C:2](=[O:3])[CH2:4][CH2:5][CH2:6][CH2:7][CH2:8][Br:9]>>[O:1]([C:2](=[O:3])[CH2:4][CH2:5][CH2:6][CH2:7][CH2:8][Br:9])[CH2:11][c:12]1[cH:13][cH:14][cH:15][cH:16][cH:17]1.